From a dataset of the Open Reaction Database (ORD), a public repository of structured organic reaction records. describe an organic reaction: reactants, conditions, products, and yield Reactants: C(=O)(O)[O-].[Na+] (NaHCO3), [Na] (sodium), COC1=CC=C(C=C1)C1=NN=C(O1)C(=O)N1CC(C1)OC1=CC=C(C=O)C=C1 (4-(1-(5-(4-Methoxyphenyl)-1,3,4-oxadiazole-2-carbonyl)azetidin-3-yloxy)benzaldehyde), Cl.CC1(CNCC1)CO ((3-methylpyrrolidin-3-yl)methanol hydrochloride), Cl.CC1(CNCC1)CO ((3-methylpyrrolidin-3-yl)methanol hydrochloride), TEA. Run in ClCCl (dichloromethane), ClCCl (dichloromethane). Run at time 30 minute. Product: OCC1(CN(CC1)CC1=CC=C(OC2CN(C2)C(=O)C=2OC(=NN2)C2=CC=C(C=C2)OC)C=C1)C ((3-(4-((3-(hydroxymethyl)-3-methylpyrrolidin-1-yl)methyl)phenoxy)azetidin-1-yl)(5-(4-methoxyphenyl)-1,3,4-oxadiazol-2-yl)methanone). RXN SMILES: [CH3:1][O:2][C:3]1[CH:8]=[CH:7][C:6]([C:9]2[O:13][C:12]([C:14]([N:16]3[CH2:19][CH:18]([O:20][C:21]4[CH:28]=[CH:27][C:24]([CH:25]=O)=[CH:23][CH:22]=4)[CH2:17]3)=[O:15])=[N:11][N:10]=2)=[CH:5][CH:4]=1.Cl.[CH3:30][C:31]1([CH2:36][OH:37])[CH2:35][CH2:34][NH:33][CH2:32]1.[Na].C([O-])(O)=O.[Na+]>ClCCl>[OH:37][CH2:36][C:31]1([CH3:30])[CH2:35][CH2:34][N:33]([CH2:25][C:24]2[CH:23]=[CH:22][C:21]([O:20][CH:18]3[CH2:19][N:16]([C:14]([C:12]4[O:13][C:9]([C:6]5[CH:7]=[CH:8][C:3]([O:2][CH3:1])=[CH:4][CH:5]=5)=[N:10][N:11]=4)=[O:15])[CH2:17]3)=[CH:28][CH:27]=2)[CH2:32]1 |f:1.2,4.5,^1:37|. Reported procedure: Intermediate 55A (0.165 g, 0.43 mmol), intermediate 84A (3-methylpyrrolidin-3-yl)methanol hydrochloride (0.099 g, 0.65 mmol) and TEA (0.241 mL, 1.74 mmol) were mixed in dichloromethane (4 mL). The mixture was stirred at RT for 30 min and then sodium triacetoxyhydroborate (0.184 g, 0.87 mmol) was added and the mixture was stirred at RT overnight. Aqueous NaHCO3 (sat., 4 mL) and dichloromethane (4 mL) were added and the mixture was filtered through a phase separator and the solvent was removed by ... The reactants are BrCC1=CC(=C(C(=O)OC(C)(C)C)C=C1C#N)OCC (tert-butyl 4-(bromomethyl)-5-cyano-2-ethoxybenzoate), [N-]=[N+]=[N-].[Na+] (sodium azide). Solvent: C(C)(=O)OCC (ethyl acetate), CN(C=O)C (dimethylformamide). Reaction conditions: temperature 50 celsius, time 30 minute. Yields the product N(=[N+]=[N-])CC1=CC(=C(C(=O)OC(C)(C)C)C=C1C#N)OCC (tert-Butyl 4-(azidomethyl)-5-cyano-2-ethoxybenzoate). Yield: 97.9%. As a reaction SMILES: Br[CH2:2][C:3]1[C:15]([C:16]#[N:17])=[CH:14][C:6]([C:7]([O:9][C:10]([CH3:13])([CH3:12])[CH3:11])=[O:8])=[C:5]([O:18][CH2:19][CH3:20])[CH:4]=1.[N-:21]=[N+:22]=[N-:23].[Na+]>CN(C)C=O.C(OCC)(=O)C>[N:21]([CH2:2][C:3]1[C:15]([C:16]#[N:17])=[CH:14][C:6]([C:7]([O:9][C:10]([CH3:13])([CH3:12])[CH3:11])=[O:8])=[C:5]([O:18][CH2:19][CH3:20])[CH:4]=1)=[N+:22]=[N-:23] |f:1.2|. Procedure details: After dissolving tert-butyl 4-(bromomethyl)-5-cyano-2-ethoxybenzoate (2.20 g, 70% purity) in dimethylformamide (25 ml), sodium azide (2.1 g) was added and the mixture was stirred at 50° C. for 30 minutes. It was then diluted with ethyl acetate, washed with water, dried over anhydrous magnesium sulfate, filtered and concentrated to yield the title compound (1.913 g). The reactants are Cl.CN1C(SC2=C1C=CC=C2)=NN (2,3-dihydro-3-methyl-2-benzothiazolone hydrazone hydrochloride), N1=CC(=CC=C1)C=O (3-pyridinecarboxaldehyde), [OH-].[Na+] (sodium hydroxide). Run in C(C)(=O)O (acetic acid). Yields the product CN1/C(/SC2=C1C=CC=C2)=N\N=CC2=CN=CC=C2 (nicotine aldehyde ((2E)-3-methyl-1,3-benzothiazol-2(3H)-ylidene) hydrazone). As a reaction SMILES: Cl.[CH3:2][N:3]1[C:7]2[CH:8]=[CH:9][CH:10]=[CH:11][C:6]=2[S:5][C:4]1=[N:12][NH2:13].[N:14]1[CH:19]=[CH:18][CH:17]=[C:16]([CH:20]=O)[CH:15]=1.[OH-].[Na+]>C(O)(=O)C>[CH3:2][N:3]1[C:7]2[CH:8]=[CH:9][CH:10]=[CH:11][C:6]=2[S:5]/[C:4]/1=[N:12]/[N:13]=[CH:20][C:16]1[CH:17]=[CH:18][CH:19]=[N:14][CH:15]=1 |f:0.1,3.4|. Procedure: 1.50 g (6.42 mmol) of 2,3-dihydro-3-methyl-2-benzothiazolone hydrazone hydrochloride and 0.69 g (6.42 mmol) of 3-pyridinecarboxaldehyde in 10% acetic acid were stirred at room temperature for 30 minutes. The mixture was then made slightly alkaline with 2N sodium hydroxide solution and the precipitate was suction-filtered off, washed with water and dried under vacuum.